Dataset: the Open Reaction Database (ORD), a public repository of structured organic reaction records. Task: describe an organic reaction: reactants, conditions, products, and yield Run in CN(C=O)C (N,N-dimethylformamide). As a reaction SMILES: [Cl:1][CH:2]([C:6]1[CH:11]=[CH:10][CH:9]=[C:8]([F:12])[CH:7]=1)[C:3](Cl)=[O:4].[CH2:13]([NH:17][C:18]1[CH:23]=[CH:22][C:21]([Cl:24])=[C:20]([CH:25]([CH3:27])[CH3:26])[CH:19]=1)[CH:14]=[CH:15][CH3:16].C(=O)([O-])[O-].[K+].[K+]>CN(C)C=O>[CH2:13]([N:17]([C:18]1[CH:23]=[CH:22][C:21]([Cl:24])=[C:20]([CH:25]([CH3:27])[CH3:26])[CH:19]=1)[C:3](=[O:4])[CH:2]([Cl:1])[C:6]1[CH:11]=[CH:10][CH:9]=[C:8]([F:12])[CH:7]=1)[CH:14]=[CH:15][CH3:16] |f:2.3.4|. The reactants are ClC(C(=O)Cl)C1=CC(=CC=C1)F (2-chloro-2-(3-fluorophenyl)acetyl chloride), C(C=CC)NC1=CC(=C(C=C1)Cl)C(C)C (N-(2-butenyl)-N-(4-chloro-3-isopropylphenyl)amine), C([O-])([O-])=O.[K+].[K+] (potassium carbonate). Procedure: 2.6 g of 2-chloro-2-(3-fluorophenyl)acetyl chloride were gradually added dropwise to 2.2 g of N-(2-butenyl)-N-(4-chloro-3-isopropylphenyl)amine and 2.0 g of anhydrous potassium carbonate in 40 ml of N,N-dimethylformamide with stirring at 20°-30° C. After the stirring was additionally continued for 20 minutes, potassium carbonate was removed by filtration, and extraction was then carried out with toluene. After drying over anhydrous sodium sulfate, the reaction solution was concentrated by means ... Product: C(C=CC)N(C(C(C1=CC(=CC=C1)F)Cl)=O)C1=CC(=C(C=C1)Cl)C(C)C (N-(2-butenyl)-N-(4-chloro-3-isopropylphenyl)-2-chloro-2-(3-fluorophenyl)acetamide). Run at time 20 minute. Reactants: ClC=1C(=C2C(=NC1)N=C(N2)C2=CC=C(C=C2)OCCN2CCOCC2)N (6-Chloro-2-{4-[2-(4-morpholinyl)ethoxy]phenyl}-1H-imidazo[4,5-b]pyridin-7-amine), COC1OC(CC1)OC (2,5-Dimethoxytetrahydrofuran). Solvent: C(C)(=O)O (acetic acid). Conditions: temperature 110 celsius. The product is ClC=1C(=C2C(=NC1)N=C(N2)C2=CC=C(C=C2)OCCN2CCOCC2)N2C=CC=C2 (6-Chloro-2-{4-[2-(4-morpholinyl)ethoxy]phenyl}-7-(1H-pyrrol-1-yl)-1H-imidazo[4-5-b]pyridine). Yield: 88.0%. As a reaction SMILES: [Cl:1][C:2]1[C:3]([NH2:26])=[C:4]2[NH:10][C:9]([C:11]3[CH:16]=[CH:15][C:14]([O:17][CH2:18][CH2:19][N:20]4[CH2:25][CH2:24][O:23][CH2:22][CH2:21]4)=[CH:13][CH:12]=3)=[N:8][C:5]2=[N:6][CH:7]=1.CO[CH:29]1[CH2:33][CH2:32][CH:31](OC)O1>C(O)(=O)C>[Cl:1][C:2]1[C:3]([N:26]2[CH:29]=[CH:33][CH:32]=[CH:31]2)=[C:4]2[NH:10][C:9]([C:11]3[CH:16]=[CH:15][C:14]([O:17][CH2:18][CH2:19][N:20]4[CH2:21][CH2:22][O:23][CH2:24][CH2:25]4)=[CH:13][CH:12]=3)=[N:8][C:5]2=[N:6][CH:7]=1. Procedure details: 6-Chloro-2-{4-[2-(4-morpholinyl)ethoxy]phenyl}-1H-imidazo[4,5-b]pyridin-7-amine (Example 212) (17 mg, 45 μmol) was dissolved in acetic acid (5 ml). 2,5-Dimethoxytetrahydrofuran (0.20 ml) was added and the mixture heated (110° C., 3 h) and then allowed to cool and the solvents and excess reagents were removed in vacuo. The residual brown oil was dissolved in acetonitrile (1 ml) and subjected to semi-preparative HPLC-C18. The appropriate fractions were pooled and evaporated in vacuo. The residue w... The reactants are O=P12OP3(=O)OP(=O)(O1)OP(=O)(O2)O3 (phosphorus pentoxide), ClC1=C(C(=O)NCC(OC)OC)C=C(C=C1)[N+](=O)[O-] (2-chloro-N-(2,2-dimethoxy-ethyl)-5-nitro-benzamide). Run in CS(=O)(=O)O (methanesulfonic acid). Reaction conditions: temperature 142.5 celsius. Yields the product ClC1=C(C=C(C=C1)[N+](=O)[O-])C=1OC=CN1 (2-(2-chloro-5-nitrophenyl)-oxazole). The yield is 94.2%. Reaction SMILES: O=P12OP3(OP(OP(O3)(O1)=O)(=O)O2)=O.[Cl:15][C:16]1[CH:30]=[CH:29][C:28]([N+:31]([O-:33])=[O:32])=[CH:27][C:17]=1[C:18]([NH:20][CH2:21][CH:22]([O:25]C)OC)=O>CS(O)(=O)=O>[Cl:15][C:16]1[CH:30]=[CH:29][C:28]([N+:31]([O-:33])=[O:32])=[CH:27][C:17]=1[C:18]1[O:25][CH:22]=[CH:21][N:20]=1. Reported procedure: Under nitrogen, phosphorus pentoxide (0.98 g, 6.90 mmol) was added portionwise to a slurry of 2-chloro-N-(2,2-dimethoxy-ethyl)-5-nitro-benzamide (0.5 g, 1.73 mmol) in methanesulfonic acid (5 mL) at r.t. The mixture was heated to 140-145° C. for 6 h. After cooling to r.t., the mixture was poured onto ice-water and extracted with ethyl acetate. The combined organic phases were washed with water then brine, dried over sodium sulfate, filtered and concentrated in vacuo. Further drying under high vac... Reactants: [Cl-], Cl, CC1N=C(c2ccccc2F)c2cc([N+](=O)[O-])ccc2N(C)C1=O. Yields the product CC1N=C(c2ccccc2F)c2cc(N)ccc2N(C)C1=O. RXN SMILES: [Cl-:25].[ClH:26].[F:1][c:2]1[c:3]([C:8]2=[N:9][CH:10]([CH3:24])[C:11](=[O:23])[N:12]([CH3:22])[c:13]3[c:14]2[cH:15][c:16]([N+:19]([O-:20])=[O:21])[cH:17][cH:18]3)[cH:4][cH:5][cH:6][cH:7]1>>[F:1][c:2]1[c:3]([C:8]2=[N:9][CH:10]([CH3:24])[C:11](=[O:23])[N:12]([CH3:22])[c:13]3[c:14]2[cH:15][c:16]([NH2:19])[cH:17][cH:18]3)[cH:4][cH:5][cH:6][cH:7]1. Reactants: [Al+3], C1CCOC1, CCOC(=O)C1CCN(Cc2ccccc2)CC1, CCOC(C)=O, [H-], [H-], [H-], [H-], [Li+], [Na+], [OH-], O. Yields the product OCC1CCN(Cc2ccccc2)CC1. Reaction SMILES: [Al+3:2].[CH2:33]1[O:34][CH2:35][CH2:36][CH2:37]1.[CH2:7]([c:8]1[cH:9][cH:10][cH:11][cH:12][cH:13]1)[N:14]1[CH2:15][CH2:16][CH:17]([C:20](=[O:21])[O:22][CH2:23][CH3:24])[CH2:18][CH2:19]1.[CH3:25][CH2:26][O:27][C:28](=[O:29])[CH3:30].[H-:1].[H-:4].[H-:5].[H-:6].[Li+:3].[Na+:32].[OH-:31].[OH2:38]>>[CH2:7]([c:8]1[cH:9][cH:10][cH:11][cH:12][cH:13]1)[N:14]1[CH2:15][CH2:16][CH:17]([CH2:20][OH:21])[CH2:18][CH2:19]1. Reactants: O=C([O-])[O-], CI, CC(C)=O, [K+], [K+], O, OCCCc1ccc(O)cc1. Product: COc1ccc(CCCO)cc1. Reaction SMILES: [C:12](=[O:13])([O-:14])[O-:15].[CH3:18][I:19].[CH3:20][C:21](=[O:22])[CH3:23].[K+:16].[K+:17].[OH2:24].[OH:1][c:2]1[cH:3][cH:4][c:5]([CH2:8][CH2:9][CH2:10][OH:11])[cH:6][cH:7]1>>[O:1]([c:2]1[cH:3][cH:4][c:5]([CH2:8][CH2:9][CH2:10][OH:11])[cH:6][cH:7]1)[CH3:12]. Reported procedure: To 4.30 g (13.9 mmol) 6-Ethoxy-3′,4′,5′,6′-tetrahydro-2′H-[3,4]bipyridinyl-1′-carboxylic acid tert-butyl ester (VII.1) in 10 mL EtOAc are added 120 mL 4N HCl in EtOAc. The mixture is stirred for 12 h at rt. After that time, the solvent is evaporated to yield the desired product. The reactants are C(C)(C)(C)OC(=O)N1CCC(CC1)C=1C=NC(=CC1)OCC (6-Ethoxy-3′,4′,5′,6′-tetrahydro-2′H-[3,4]bipyridinyl-1′-carboxylic acid tert-butyl ester), Cl (HCl). The solvent is CCOC(=O)C (EtOAc), CCOC(=O)C (EtOAc). RXN SMILES: C(OC([N:8]1[CH2:13][CH2:12][CH:11]([C:14]2[CH:15]=[N:16][C:17]([O:20][CH2:21][CH3:22])=[CH:18][CH:19]=2)[CH2:10][CH2:9]1)=O)(C)(C)C.[ClH:23]>CCOC(C)=O>[ClH:23].[CH2:21]([O:20][C:17]1[N:16]=[CH:15][C:14]([CH:11]2[CH2:12][CH2:13][NH:8][CH2:9][CH2:10]2)=[CH:19][CH:18]=1)[CH3:22] |f:3.4|. Product: Cl.C(C)OC1=CC=C(C=N1)C1CCNCC1 (6-Ethoxy-1′,2′,3′,4′,5′,6′-hexahydro-[3,4′]bipyridinyl hydrochloride). Conditions: time 12 hour.